Dataset: the Open Reaction Database (ORD), a public repository of structured organic reaction records. Task: describe an organic reaction: reactants, conditions, products, and yield The reactants are O=C1N(c2ccccc2Br)Cc2cnc(S(=O)(=O)Cc3ccccc3)nc2N1CC1CCCCC1, Nc1ccccc1. The product is O=C1N(c2ccccc2Br)Cc2cnc(Nc3ccccc3)nc2N1CC1CCCCC1. RXN SMILES: [CH2:1]([S:2](=[O:3])(=[O:4])[c:11]1[n:12][cH:13][c:14]2[c:15]([n:16]1)[N:17]([CH2:29][CH:30]1[CH2:31][CH2:32][CH2:33][CH2:34][CH2:35]1)[C:18](=[O:28])[N:19]([c:21]1[c:22]([Br:27])[cH:23][cH:24][cH:25][cH:26]1)[CH2:20]2)[c:5]1[cH:6][cH:7][cH:8][cH:9][cH:10]1.[NH2:36][c:37]1[cH:38][cH:39][cH:40][cH:41][cH:42]1>>[c:11]1([NH:36][c:37]2[cH:38][cH:39][cH:40][cH:41][cH:42]2)[n:12][cH:13][c:14]2[c:15]([n:16]1)[N:17]([CH2:29][CH:30]1[CH2:31][CH2:32][CH2:33][CH2:34][CH2:35]1)[C:18](=[O:28])[N:19]([c:21]1[c:22]([Br:27])[cH:23][cH:24][cH:25][cH:26]1)[CH2:20]2.